Dataset: the Open Reaction Database (ORD), a public repository of structured organic reaction records. Task: describe an organic reaction: reactants, conditions, products, and yield The reactants are [BH4-], CCO, COc1ccc(OC)c2c1CCCC2=O, CC(C)[O-], CC(C)[O-], CC(C)[O-], CC(C)[O-], N, [Na+], [Ti+4]. The product is COc1ccc(OC)c2c1CCCC2N. Reaction SMILES: [BH4-:20].[CH3:17][CH2:18][OH:19].[CH3:1][O:2][c:3]1[c:4]2[c:9]([c:10]([O:13][CH3:14])[cH:11][cH:12]1)[C:8](=[O:15])[CH2:7][CH2:6][CH2:5]2.[CH3:22][CH:23]([CH3:24])[O-:25].[CH3:27][CH:28]([CH3:29])[O-:30].[CH3:31][CH:32]([CH3:33])[O-:34].[CH3:35][CH:36]([CH3:37])[O-:38].[NH3:16].[Na+:21].[Ti+4:26]>>[CH3:1][O:2][c:3]1[c:4]2[c:9]([c:10]([O:13][CH3:14])[cH:11][cH:12]1)[CH:8]([NH2:16])[CH2:7][CH2:6][CH2:5]2. Reactants: Oc1ccccc1Br, O=C([O-])[O-], C#CCBr, CCOC(C)=O, [K+], [K+], CN(C)C=O. Product: C#CCOc1ccccc1Br. As a reaction SMILES: [Br:1][c:2]1[c:3]([OH:8])[cH:4][cH:5][cH:6][cH:7]1.[C:13](=[O:14])([O-:15])[O-:16].[CH2:9]([C:10]#[CH:11])[Br:12].[CH3:19][CH2:20][O:21][C:22](=[O:23])[CH3:24].[K+:17].[K+:18].[O:25]=[CH:26][N:27]([CH3:28])[CH3:29]>>[Br:1][c:2]1[c:3]([O:8][CH2:11][C:10]#[CH:9])[cH:4][cH:5][cH:6][cH:7]1. The reactants are C(=O)(OC(C)(C)C)N1CCC(CC1)(COS(=O)(=O)C)C1CCCCC1 (1-Boc-4-cyclohexyl-4-[(methanesulfonyloxy)methyl]piperidine), CC(C)(C)[S-].[Na+] (sodium 2-methyl-2-propanethiolate), O (water), N-Boc, resultant solution, resultant suspension, C(=O)(C(F)(F)F)O (TFA). The solvent is CN(C)C=O (DMF), C(Cl)Cl (CH2Cl2). The product is FC(C(=O)O)(F)F.C1(CCCCC1)C1(CCNCC1)CSC(C)C (4-cyclohexyl-4-(isopropylthiomethyl)piperidine trifluoroacetate). As a reaction SMILES: C([N:8]1[CH2:13][CH2:12][C:11]([CH:20]2[CH2:25][CH2:24][CH2:23][CH2:22][CH2:21]2)([CH2:14]OS(C)(=O)=O)[CH2:10][CH2:9]1)(OC(C)(C)C)=O.[CH3:26][C:27]([S-:30])(C)[CH3:28].[Na+].O.[C:33]([OH:39])([C:35]([F:38])([F:37])[F:36])=[O:34]>CN(C=O)C.C(Cl)Cl>[F:36][C:35]([F:38])([F:37])[C:33]([OH:39])=[O:34].[CH:20]1([C:11]2([CH2:14][S:30][CH:27]([CH3:28])[CH3:26])[CH2:10][CH2:9][NH:8][CH2:13][CH2:12]2)[CH2:21][CH2:22][CH2:23][CH2:24][CH2:25]1 |f:1.2,7.8|. Procedure: To a stirred solution of Intermediate 1d (4 mmol) in DMF (25 mL) at rt was added sodium 2-methyl-2-propanethiolate (2 g, 20 mmol). The resultant suspension was stirred at rt for 18 hr then poured into water (75 mL) and extracted with EtOAc (2×75 mL). The combined organic extracts were washed with brine, dried over Na2SO4 and concentrated. Chromatography over silica eluting with 5:95 EtOAc/hexane furnished the N-protected product as a clear colourless oil. The N-Boc-protected sulfide was dissolve... Reaction SMILES: NC1C=CC([Cl:11])=C(C=1)C(O)=O.Cl.C(Cl)(=O)C1C=CC=NC=1.[Cl:22][C:23]1[CH:31]=[CH:30][C:29]([NH:32][C:33](=[O:40])[C:34]2[CH:39]=[CH:38][CH:37]=[N:36][CH:35]=2)=[CH:28][C:24]=1[C:25](O)=[O:26].S(Cl)(Cl)=O>C1COCC1.ClCCl>[Cl:22][C:23]1[CH:31]=[CH:30][C:29]([NH:32][C:33](=[O:40])[C:34]2[CH:39]=[CH:38][CH:37]=[N:36][CH:35]=2)=[CH:28][C:24]=1[C:25]([Cl:11])=[O:26] |f:1.2|. Starting materials: NC=1C=CC(=C(C(=O)O)C1)Cl (5-amino-2-chlorobenzoic acid), TEA, Cl.C(C1=CN=CC=C1)(=O)Cl (nicotinoyl chloride hydrochloride), ClC1=C(C(=O)O)C=C(C=C1)NC(C1=CN=CC=C1)=O (2-chloro-5-(nicotinamido)benzoic acid), S(=O)(Cl)Cl (thionyl chloride). Run at time 1 hour. The solvent is C1CCOC1 (THF), ClCCl (dichloromethane). Procedure details: To a solution of 5-amino-2-chlorobenzoic acid (1.71 g, 10 mmol) and TEA (6.96 mL, 50 mmol) in THF (50 mL) was added nicotinoyl chloride hydrochloride (1.78 g, 10 mmol) solid portion-wise. After 1 h stirring at room temperature, product was isolated through filtration as a white solid. The solid was washed with water and dried (1.85 g, 67%). The solid, 2-chloro-5-(nicotinamido)benzoic acid (1.0 g, 3.62 mmol) was suspended in dichloromethane (50 mL) and treated with thionyl chloride (1.57 mL, 36.2... Product: ClC1=C(C(=O)Cl)C=C(C=C1)NC(C1=CN=CC=C1)=O (2-Chloro-5-(Nicotinamido)Benzoyl Chloride), solid. Yield: 82.0%. Reactants: C(C)(C)(C)OO (t-butyl hydroperoxide), O=O (oxygen), [OH-].[Na+] (sodium hydroxide), C1(=CC=C(C=C1)OC(=O)CCC(=O)Cl)C (3-(p-tolyloxycarbonyl)propionyl chloride). The solvent is CCOCC (ether), C(C)OCC (diethyl ether). Run at time 3 hour. Product: C(CCC(=O)OC1=CC=C(C=C1)C)(=O)OOC(C)(C)C (t-Butyl O-p-Tolyl Monoperoxysuccinate). Isolated yield 92.8%. As a reaction SMILES: [C:1]([O:5][OH:6])([CH3:4])([CH3:3])[CH3:2].[OH-].[Na+].[C:9]1([CH3:23])[CH:14]=[CH:13][C:12]([O:15][C:16]([CH2:18][CH2:19][C:20](Cl)=[O:21])=[O:17])=[CH:11][CH:10]=1.O=O>CCOCC>[C:20]([O:6][O:5][C:1]([CH3:4])([CH3:3])[CH3:2])(=[O:21])[CH2:19][CH2:18][C:16]([O:15][C:12]1[CH:11]=[CH:10][C:9]([CH3:23])=[CH:14][CH:13]=1)=[O:17] |f:1.2|. Procedure: To a vigorously stirred solution of 15.6 g. (0.143 mole) of 82.0% t-butyl hydroperoxide and 57.0 g. (0.143 mole) of aqueous 10% sodium hydroxide at 5°-10° C. was added slowly 24.6 g. (0.109 mole) of 3-(p-tolyloxycarbonyl)propionyl chloride (prepared from p-tolyl 3-carboxypropionate and thionyl chloride) in 50 ml. of diethyl ether. The reaction mixture was then stirred at 5°-10° C. for 3 hours, after which additional ether was added to the mixture and the resulting ether solution was washed, firs... Reactants: IC (Iodomethane), [H-].[Na+] (Sodium hydride), oil, BrC1=CC(=C2C=NNC2=C1)[N+](=O)[O-] (6-Bromo-4-nitro-1H-indazole). Run in C1CCOC1 (THF), C1CCOC1 (THF). Conditions: temperature 0 celsius, time 15 minute. Product: BrC1=CC(=C2C=NN(C2=C1)C)[N+](=O)[O-] (6-Bromo-1-methyl-4-nitro-1H-indazole). Isolated yield 36.7%. As a reaction SMILES: [Br:1][C:2]1[CH:10]=[C:9]2[C:5]([CH:6]=[N:7][NH:8]2)=[C:4]([N+:11]([O-:13])=[O:12])[CH:3]=1.[H-].[Na+].I[CH3:17]>C1COCC1>[Br:1][C:2]1[CH:10]=[C:9]2[C:5]([CH:6]=[N:7][N:8]2[CH3:17])=[C:4]([N+:11]([O-:13])=[O:12])[CH:3]=1 |f:1.2|. Procedure: 6-Bromo-4-nitro-1H-indazole (available from Sinova, 1.05 g, 4.13 mmol) was dissolved in THF (20 ml) and cooled to 0° C. under nitrogen. 60% Sodium hydride in mineral oil (191 mg, 7.57 mmol) was added portion-wise allowing the evolution of gas to subside before adding the next portion. This was left under nitrogen, stirring at 0° C. for 15 mins. Iodomethane (0.298 ml, 4.78 mmol) in THF (5 ml) was added dropwise to the reaction, washing through with further THF (5 ml). The reaction was then allowe... The reactants are BrC1=CC2=C(C=3C=CCOC31)C(CC2)CCNC(CC)=O (N-[2-(5-bromo-3,7,8,9-tetrahydrocyclopenta[f][1]benzopyran-9-yl)ethyl]propionamide). Reagents/catalysts: [Pd] (Pd-C). The solvent is C(C)O (ethanol). Conditions: time 1 hour. The product is BrC1=CC2=C(C=3CCCOC31)C(CC2)CCNC(CC)=O (N-[2-(5-bromo-1,2,3,7,8,9-hexahydrocyclopenta[f][1]benzopyran-9-yl)ethyl]propionamide). Isolated yield 27.3%. As a reaction SMILES: [Br:1][C:2]1[C:11]2[O:10][CH2:9][CH:8]=[CH:7][C:6]=2[C:5]2[CH:12]([CH2:15][CH2:16][NH:17][C:18](=[O:21])[CH2:19][CH3:20])[CH2:13][CH2:14][C:4]=2[CH:3]=1>C(O)C.[Pd]>[Br:1][C:2]1[C:11]2[O:10][CH2:9][CH2:8][CH2:7][C:6]=2[C:5]2[CH:12]([CH2:15][CH2:16][NH:17][C:18](=[O:21])[CH2:19][CH3:20])[CH2:13][CH2:14][C:4]=2[CH:3]=1. Procedure details: To a solution of N-[2-(5-bromo-3,7,8,9-tetrahydrocyclopenta[f][1]benzopyran-9-yl)ethyl]propionamide (1.2 g, 3.4 mmol.) in ethanol (10 mL) was added 5% Pd-C (120 mg, 50% hydrous). The mixture was stirred for one hour at room temperature under hydrogen atmosphere. The reaction mixture was subjected to filtration. The filtrate was concentrated under reduced pressure. The concentrate was purified by means of silica gel column chromatography (ethyl acetate) to afford the title compound (yield 327 mg,...